Dataset: the Open Reaction Database (ORD), a public repository of structured organic reaction records. Task: describe an organic reaction: reactants, conditions, products, and yield The reactants are solid, C(C1=CC=CC=C1)N1CCC(CC1)N (1-benzyl-piperidin-4-ylamine), CC(C)(C)OC(=O)OC(=O)OC(C)(C)C ((Boc)2O), ClC1=NC2=CC=CC=C2C(=N1)N(C)C ((2-chloro-quinazolin-4-yl)-dimethyl-amine). Solvent: CC(C)O (2-propanol), C1CCOC1 (THF). Conditions: time 40 minute. Product: NC1CCN(CC1)C1=NC2=CC=CC=C2C(=N1)N(C)C ([2-(4-amino-piperidin-1-yl)-quinazolin-4-yl]-dimethyl-amine). The yield is 60.1%. As a reaction SMILES: C([N:8]1[CH2:13][CH2:12][CH:11]([NH2:14])[CH2:10][CH2:9]1)C1C=CC=CC=1.CC(OC(OC(OC(C)(C)C)=O)=O)(C)C.Cl[C:31]1[N:40]=[C:39]([N:41]([CH3:43])[CH3:42])[C:38]2[C:33](=[CH:34][CH:35]=[CH:36][CH:37]=2)[N:32]=1>C1COCC1.CC(O)C>[NH2:14][CH:11]1[CH2:12][CH2:13][N:8]([C:31]2[N:40]=[C:39]([N:41]([CH3:43])[CH3:42])[C:38]3[C:33](=[CH:34][CH:35]=[CH:36][CH:37]=3)[N:32]=2)[CH2:9][CH2:10]1. Reported procedure: To a solution of 1-benzyl-piperidin-4-ylamine (2.00 g, 10.5 mmol) in THF (20 mL) was added (Boc)2O (2.52 g, 11.5 mmol). The mixture was stirred at ambient temperature for 40 min, and concentrated. To a solution of the residue in MeOH (20 mL) was added 20% Pd(OH)2 (400 mg). The mixture was stirred at ambient temperature under hydrogen atmosphere for 20 hr. Additionally, 20% Pd(OH)2 (400 mg) was added and the mixture was stirred at ambient temperature under hydrogen atmosphere for 7 hr, at 50° C. ... Reactants: CS(=O)(=O)NC1=CC2=C(NC(=NS2(=O)=O)CC(=O)O)C=C1 ((7-Methanesulfonylamino-1,1-dioxo-1,4-dihydro-1λ6-benzo[1,2,4]thiadiazin-3-yl)-acetic acid), Cl.CN(CCCN=C=NCC)C (1-(3-dimethylaminopropyl)-3-ethylcarbodiimide hydrochloride), CN1CCOCC1 (N-methylmorpholine), COC(=O)[C@H]1[C@H](CCCCCC1)NCC1=CC=C(C=C1)F (cis-2-(4-Fluoro-benzylamino)-cyclooctanecarboxylic acid methyl ester), Cl (hydrochloric acid). The solvent is CN(C=O)C (N,N-dimethylformamide). Run at temperature 25 celsius, time 5 hour. The product is crude product, COC(=O)[C@H]1[C@H](CCCCCC1)N(C(CC1=NS(C2=C(N1)C=CC(=C2)NS(=O)(=O)C)(=O)=O)=O)CC2=CC=C(C=C2)F (cis-2-{(4-fluoro-benzyl)-[2-(7-methanesulfonylamino-1,1-dioxo-1,4-dihydro-1λ6-benzo[1,2,4]thiadiazin-3-yl)-acetyl]-amino}-cyclooctanecarboxylic acid methyl ester). Yield: 100.0%. Reaction SMILES: [CH3:1][S:2]([NH:5][C:6]1[CH:21]=[CH:20][C:9]2[NH:10][C:11]([CH2:16][C:17]([OH:19])=O)=[N:12][S:13](=[O:15])(=[O:14])[C:8]=2[CH:7]=1)(=[O:4])=[O:3].[CH3:22][O:23][C:24]([C@@H:26]1[CH2:33][CH2:32][CH2:31][CH2:30][CH2:29][CH2:28][C@@H:27]1[NH:34][CH2:35][C:36]1[CH:41]=[CH:40][C:39]([F:42])=[CH:38][CH:37]=1)=[O:25].Cl.CN(C)CCCN=C=NCC.CN1CCOCC1.Cl>CN(C)C=O>[CH3:22][O:23][C:24]([C@@H:26]1[CH2:33][CH2:32][CH2:31][CH2:30][CH2:29][CH2:28][C@@H:27]1[N:34]([CH2:35][C:36]1[CH:41]=[CH:40][C:39]([F:42])=[CH:38][CH:37]=1)[C:17](=[O:19])[CH2:16][C:11]1[NH:10][C:9]2[CH:20]=[CH:21][C:6]([NH:5][S:2]([CH3:1])(=[O:3])=[O:4])=[CH:7][C:8]=2[S:13](=[O:14])(=[O:15])[N:12]=1)=[O:25] |f:2.3|. Procedure: (7-Methanesulfonylamino-1,1-dioxo-1,4-dihydro-1λ6-benzo[1,2,4]thiadiazin-3-yl)-acetic acid (prepared as described in Example 1j, 0.132 g, 0.396 mmol) was dissolved in anhydrous N,N-dimethylformamide (4 mL). cis-2-(4-Fluoro-benzylamino)-cyclooctanecarboxylic acid methyl ester (0.117 g, 0.396 mmol) was added followed by 1-(3-dimethylaminopropyl)-3-ethylcarbodiimide hydrochloride (0.08 g, 0.416 mmol). Then N-methylmorpholine (0.84 g, 0.832 mmol) was added. The mixture was stirred at 25° C. for 5 h.... The reactants are BrC=1C=CC(=NC1)C[N+]1=CC(=C(C2=CC=CC=C12)Cl)C(=O)OCC (1-[(5-Bromopyridin-2-yl)methyl]-4-chloro-3-(ethoxycarbonyl)quinolinium), CN(C=O)C (N,N-dimethylformamide), C([O-])([O-])=O.[K+].[K+] (potassium carbonate), Cl.CC1=C(C=CC=C1)NN ((2-methylphenyl)hydrazine hydrochloride). Run in O (water), COCCOC (1,2-dimethoxyethane). Run at time 3 hour. Product: BrC=1C=CC(=NC1)CN1C=C2C(C=3C=CC=CC13)=NN(C2=O)C2=C(C=CC=C2)C (5-[(5-bromopyridin-2-yl)methyl]-2-(2-methylphenyl)-2,5-dihydro-3H-pyrazolo[4,3-c]quinolin-3-one). As a reaction SMILES: [Br:1][C:2]1[CH:3]=[CH:4][C:5]([CH2:8][N+:9]2[C:18]3[C:13](=[CH:14][CH:15]=[CH:16][CH:17]=3)[C:12](Cl)=[C:11]([C:20]([O:22]CC)=O)[CH:10]=2)=[N:6][CH:7]=1.C(=O)([O-])[O-].[K+].[K+].Cl.[CH3:32][C:33]1[CH:38]=[CH:37][CH:36]=[CH:35][C:34]=1[NH:39][NH2:40].CN(C)C=O>O.COCCOC>[Br:1][C:2]1[CH:3]=[CH:4][C:5]([CH2:8][N:9]2[C:18]3[CH:17]=[CH:16][CH:15]=[CH:14][C:13]=3[C:12]3=[N:40][N:39]([C:34]4[CH:35]=[CH:36][CH:37]=[CH:38][C:33]=4[CH3:32])[C:20](=[O:22])[C:11]3=[CH:10]2)=[N:6][CH:7]=1 |f:1.2.3,4.5|. Procedure: 1-[(5-Bromopyridin-2-yl)methyl]-4-chloro-3-(ethoxycarbonyl)quinolinium salt (1.55 g, 3.51 mmol), potassium carbonate (2.63 g, 19.1 mmol, 5.4 equiv), and (2-methylphenyl)hydrazine hydrochloride (1.33 g, 8.38 mmol, 2.4 equiv) were combined in a mixture (1:1) of N,N-dimethylformamide:1,2-dimethoxyethane (25 mL) and placed into an oil bath preheated at 80° C. for 3 hours. The mixture was cooled to ambient temperature, poured into water (100 mL) and extracted with dichloromethane (2×100 mL). The comb... The reactants are CN1CCC(Cl)CC1, ClC1c2ccccc2C=Cc2ccccc21, [Mg], C1CCOC1, O, c1ccccc1. Yields the product CN1CCC(C2c3ccccc3C=Cc3ccccc32)CC1. Reaction SMILES: [CH3:1][N:2]1[CH2:3][CH2:4][CH:5]([Cl:8])[CH2:6][CH2:7]1.[Cl:10][CH:11]1[c:12]2[c:13]([cH:22][cH:23][cH:24][cH:25]2)[CH:14]=[CH:15][c:16]2[c:17]1[cH:18][cH:19][cH:20][cH:21]2.[Mg:9].[O:26]1[CH2:27][CH2:28][CH2:29][CH2:30]1.[OH2:37].[cH:31]1[cH:32][cH:33][cH:34][cH:35][cH:36]1>>[CH3:1][N:2]1[CH2:3][CH2:4][CH:5]([CH:11]2[c:12]3[c:13]([cH:22][cH:23][cH:24][cH:25]3)[CH:14]=[CH:15][c:16]3[c:17]2[cH:18][cH:19][cH:20][cH:21]3)[CH2:6][CH2:7]1. The reactants are [Cl-], [NH3+]O, O=C1c2ccccc2CCC1c1ccccc1, c1ccncc1. Yields the product ON=C1c2ccccc2CCC1c1ccccc1. As a reaction SMILES: [Cl-:18].[OH:19][NH3+:20].[c:1]1([CH:7]2[C:8](=[O:17])[c:9]3[cH:10][cH:11][cH:12][cH:13][c:14]3[CH2:15][CH2:16]2)[cH:2][cH:3][cH:4][cH:5][cH:6]1.[cH:21]1[cH:22][cH:23][n:24][cH:25][cH:26]1>>[c:1]1([CH:7]2[C:8](=[N:20][OH:19])[c:9]3[cH:10][cH:11][cH:12][cH:13][c:14]3[CH2:15][CH2:16]2)[cH:2][cH:3][cH:4][cH:5][cH:6]1. Starting materials: O (H2O), OC1=C(C=C(C=O)C=C1)C (4-hydroxy-3-methylbenzaldehyde), C(=O)([O-])[O-].[K+].[K+] (K2CO3), ClC1=NC=C(C(=O)N)C=C1 (6-chloronicotinamide). The solvent is CN(C)C=O (DMF). Product: [NH4+].[OH-] (NH4OH), ClC1=NC=C(C(=O)N)C=C1 (6-chloronicotinamide). The yield is 0.7%. As a reaction SMILES: [OH:1]C1C=CC(C=O)=CC=1C.C([O-])([O-])=O.[K+].[K+].[Cl:17][C:18]1[CH:26]=[CH:25][C:21]([C:22]([NH2:24])=[O:23])=[CH:20][N:19]=1.O>CN(C=O)C>[NH4+:19].[OH-:1].[Cl:17][C:18]1[CH:26]=[CH:25][C:21]([C:22]([NH2:24])=[O:23])=[CH:20][N:19]=1 |f:1.2.3,7.8|. Reported procedure: A solution of 4-hydroxy-3-methylbenzaldehyde (1.0 equiv) in DMF (0.2 M solution) was treated with K2CO3 (1.5 equiv) and 6-chloronicotinamide (1.0 equiv). The reaction mixture was placed inside the microwave oven and then irradiated for 5 min. Upon completion of the reaction, the mixture was cooled, poured into H2O and extracted with ethyl acetate, and the combined organic layers were washed twice with water and brine. After drying the extracts over magnesium sulfate and evaporation under vacuum ...